Dataset: the Open Reaction Database (ORD), a public repository of structured organic reaction records. Task: describe an organic reaction: reactants, conditions, products, and yield Reactants: CN1CCN(C(=O)c2cc3cccc([N+](=O)[O-])c3[nH]2)CC1, CO, O=C[O-], [NH4+]. The product is CN1CCN(C(=O)c2cc3cccc(N)c3[nH]2)CC1. Reaction SMILES: [CH3:1][N:2]1[CH2:3][CH2:4][N:5]([C:8](=[O:9])[c:10]2[nH:11][c:12]3[c:13]([N+:19]([O-:20])=[O:21])[cH:14][cH:15][cH:16][c:17]3[cH:18]2)[CH2:6][CH2:7]1.[CH3:26][OH:27].[CH:22]([O-:23])=[O:24].[NH4+:25]>>[CH3:1][N:2]1[CH2:3][CH2:4][N:5]([C:8](=[O:9])[c:10]2[nH:11][c:12]3[c:13]([NH2:19])[cH:14][cH:15][cH:16][c:17]3[cH:18]2)[CH2:6][CH2:7]1. Starting materials: C(C)(=O)N[C@]1(CNC[C@@H]1CCCB1OC(C(O1)(C)C)(C)C)C(=O)NC(C)(C)C ((3R,4S)-3-acetamido-N-tert-butyl-4-(3-(4,4,5,5-tetramethyl-1,3,2-dioxaborolan-2-yl)propyl)pyrrolidine-3-carboxamide), C(=O)(OC(C)(C)C)NC1C(CCC1)=O (2-(N-BOC-amino)cyclopentane-1-one), S(=O)(=O)([O-])[O-].[Na+].[Na+] (sodium sulfate), C(C)(=O)O (acetic acid), C(C)(=O)O[BH-](OC(C)=O)OC(C)=O.[Na+] (sodium triacetoxyborohydride), C([O-])([O-])=O.[Na+].[Na+] (sodium carbonate). Solvent: ClCCCl (1,2-dichloroethane). Conditions: temperature 40 celsius, time 1.5 hour. The product is N[C@]1(CN(C[C@@H]1CCCB(O)O)C1C(CCC1)N)C(=O)O ((3R,4S)-3-amino-1-(2-aminocyclopentyl)-4-(3-boronopropyl)pyrrolidine-3-carboxylic acid). Isolated yield 77.5%. As a reaction SMILES: C([NH:4][C@:5]1([C:22](NC(C)(C)C)=[O:23])[C@@H:9]([CH2:10][CH2:11][CH2:12][B:13]2[O:17]C(C)(C)C(C)(C)[O:14]2)[CH2:8][NH:7][CH2:6]1)(=O)C.C([NH:36][CH:37]1[CH2:41][CH2:40][CH2:39][C:38]1=O)(OC(C)(C)C)=O.S([O-])([O-])(=O)=[O:44].[Na+].[Na+].C(O)(=O)C.C(O[BH-](OC(=O)C)OC(=O)C)(=O)C.[Na+].C(=O)([O-])[O-].[Na+].[Na+]>ClCCCl>[NH2:4][C@:5]1([C:22]([OH:23])=[O:44])[C@@H:9]([CH2:10][CH2:11][CH2:12][B:13]([OH:14])[OH:17])[CH2:8][N:7]([CH:38]2[CH2:39][CH2:40][CH2:41][CH:37]2[NH2:36])[CH2:6]1 |f:2.3.4,6.7,8.9.10|. Procedure details: A stirred solution of (3R,4S)-3-acetamido-N-tert-butyl-4-(3-(4,4,5,5-tetramethyl-1,3,2-dioxaborolan-2-yl)propyl)pyrrolidine-3-carboxamide (Example 8, step 4) (198 mg, 0.5 mmol) and 2-(N-BOC-amino)cyclopentane-1-one (0.199 g, 1.0 mmol) in anhydrous 1,2-dichloroethane (5 mL) was treated with anhydrous sodium sulfate (1 g) and glacial acetic acid (30 mg, 0.5 mmol), stirred at 40° C. for 1.5 h, then cooled to room temperature and treated with sodium triacetoxyborohydride (276 mg, 1.3 mmol) and stirr... The reactants are ClC1=CC=C(C=C1)C1=NOC2=C1C=C(C=C2)C (3-(4-Chlorophenyl)-5-methyl-1,2-benzisoxazole), BrN1C(CCC1=O)=O (N-bromosuccinimide). Run in C(Cl)(Cl)(Cl)Cl (carbon tetrachloride). The product is BrCC=1C=CC2=C(C(=NO2)C2=CC=C(C=C2)Cl)C1 (5-Bromomethyl-3-(4-chlorophenyl)-1,2-benzisoxazole). Isolated yield 61.9%. RXN SMILES: [Cl:1][C:2]1[CH:7]=[CH:6][C:5]([C:8]2[C:12]3[CH:13]=[C:14]([CH3:17])[CH:15]=[CH:16][C:11]=3[O:10][N:9]=2)=[CH:4][CH:3]=1.[Br:18]N1C(=O)CCC1=O>C(Cl)(Cl)(Cl)Cl>[Br:18][CH2:17][C:14]1[CH:15]=[CH:16][C:11]2[O:10][N:9]=[C:8]([C:5]3[CH:4]=[CH:3][C:2]([Cl:1])=[CH:7][CH:6]=3)[C:12]=2[CH:13]=1. Procedure: 3-(4-Chlorophenyl)-5-methyl-1,2-benzisoxazole (12.2g.) and N-bromosuccinimide (9.6g.) were mixed in carbon tetrachloride (200ml.) and heated under reflux in the presence of UV light. (Hanovia medium pressure lamp 125 watts, emitting at 254,265,297,313,366 mp). On cooling, the mixture was filtered and the filtrate evaporated to dryness. The resulting solid was recrystallized from 33% toluene/60-80 petrol ether (150 ml.) to give the title compound as a white crystalline solid (10.0g) m.p. 142°C Starting materials: S1C(=CC=C1)[C@]1(O)[C@@]([C@@H](O)[C@H](O[C@H]2[C@H](OC(C)=O)[C@@H](OC(C)=O)[C@@H](OC(C)=O)[C@H](O2)COCC2=CC=CC=C2)[C@H](O1)CO)(NC(C)=O)[C@H]1[C@@H](OCC2=CC=CC=C2)[C@H](OCC2=CC=CC=C2)[C@H](OCC2=CC=CC=C2)[C@@H](O1)C (1-Thiophenyl-(2,3,4-tri-O-acetyl-6-O-benzyl-β-D-galactopyranosyl)-(1-4)-[(2,3,4-tri-O-benzyl-α-L-fucopyranosyl)-(1-3)]-2-deoxy-2-acetamido-β-D-glucopyranose), CN(C)S(F)(F)F (dimethylaminosulfur trifluoride), BrN1C(CCC1=O)=O (N-bromosuccinimide). Run in ClCCl (dichloromethane). Yields the product C(C)(=O)OCC.CCCC(C)C (ethyl acetate isohexane), compound [ 22 ]. The yield is 80.0%. Reaction SMILES: S1C=C[CH:3]=[C:2]1[C@:6]1(O[C@H](CO)[C@@H:11]([O:12][C@@H:13]2[O:30][C@H](COCC3C=CC=CC=3)[C@H](OC(=O)C)[C@H](OC(=O)C)[C@H:14]2OC(=O)C)[C@H:9](O)[C@@:8]1([C@@H:48]1O[C@@H](C)[C@@H](OCC2C=CC=CC=2)[C@@H](OCC2C=CC=CC=2)[C@@H]1OCC1C=CC=CC=1)NC(=O)C)O.CN(S(F)(F)F)C.BrN1C(=O)CCC1=O>ClCCl>[C:13]([O:12][CH2:11][CH3:9])(=[O:30])[CH3:14].[CH3:3][CH2:2][CH2:6][CH:8]([CH3:48])[CH3:9] |f:4.5|. Procedure: Compound [18] (0.25-6.2 g, 0.2-4.91 mmol) is taken up in dry dichloromethane (3-85 ml) and, at -78° C., dimethylaminosulfur trifluoride (0.08-1.93 g, 0.6-14.73 mmol) and N-bromosuccinimide (0.05-1.23 g, 0.28-6.87 mmol) are added, and the mixture is warmed to room temperature. After washing with saturated sodium bicarbonate solution, the mixture is concentrated and the byproducts of the reaction are removed by silica gel chromatography (stepwise gradient: ethyl acetate/isohexane) giving compound ... Starting materials: C#CC(=O)OC, CCCC[SnH](CCCC)CCCC, Cc1ccccc1, COc1c(I)c(=O)c2ccc(Cl)cc2[nH]c1=O, O=C(C=Cc1ccccc1)C=Cc1ccccc1, O=C(C=Cc1ccccc1)C=Cc1ccccc1, O=C(C=Cc1ccccc1)C=Cc1ccccc1, [Pd], [Pd], c1coc(P(c2ccco2)c2ccco2)c1. Yields the product COC(=O)C=Cc1c(OC)c(=O)[nH]c2cc(Cl)ccc2c1=O. As a reaction SMILES: [C:17]([C:18]#[CH:19])(=[O:20])[O:21][CH3:22].[CH2:23]([SnH:24]([CH2:25][CH2:26][CH2:27][CH3:28])[CH2:29][CH2:30][CH2:31][CH3:32])[CH2:33][CH2:34][CH3:35].[CH3:53][c:54]1[cH:55][cH:56][cH:57][cH:58][cH:59]1.[Cl:36][c:37]1[cH:38][cH:39][c:40]2[c:41]([nH:42][c:43](=[O:51])[c:44]([O:49][CH3:50])[c:45]([I:48])[c:46]2=[O:47])[cH:52]1.[O:62]=[C:63]([CH:64]=[CH:65][c:66]1[cH:67][cH:68][cH:69][cH:70][cH:71]1)[CH:72]=[CH:73][c:74]1[cH:75][cH:76][cH:77][cH:78][cH:79]1.[O:80]=[C:81]([CH:82]=[CH:83][c:84]1[cH:85][cH:86][cH:87][cH:88][cH:89]1)[CH:90]=[CH:91][c:92]1[cH:93][cH:94][cH:95][cH:96][cH:97]1.[O:98]=[C:99]([CH:100]=[CH:101][c:102]1[cH:103][cH:104][cH:105][cH:106][cH:107]1)[CH:108]=[CH:109][c:110]1[cH:111][cH:112][cH:113][cH:114][cH:115]1.[Pd:60].[Pd:61].[o:1]1[cH:2][cH:3][cH:4][c:5]1[P:6]([c:7]1[o:8][cH:9][cH:10][cH:11]1)[c:12]1[o:13][cH:14][cH:15][cH:16]1>>[C:17]([CH:18]=[CH:19][c:45]1[c:44]([O:49][CH3:50])[c:43](=[O:51])[nH:42][c:41]2[c:40]([cH:39][cH:38][c:37]([Cl:36])[cH:52]2)[c:46]1=[O:47])(=[O:20])[O:21][CH3:22]. Reactants: [F-].C(CCC)[N+](CCCC)(CCCC)CCCC (tetrabutylammonium fluoride), C(C)(=O)O (acetic acid), thiol, [O-]S(=O)(=O)C(F)(F)F (triflate), tetrakistriphenylphosphine palladium(0), [Na] (sodium), SC=1C(=CC2=CC=CC=C2C1)C(=O)OC (Methyl 3-mercapto-2-naphthoate). Solvent: CCCCCC.C(C)(=O)OCC (hexane ethyl acetate), C1=CC=CC=C1 (benzene). Conditions: temperature 90 celsius, time 20 minute. Yields the product C(C)OC(C1=C(C=C(C=C1)C)S)=O (Ethyl2-mercapto-4methylbenzoate). Reaction SMILES: [O-]S([C:5](F)(F)F)(=O)=O.[Na].[SH:10][C:11]1[C:12]([C:21]([O:23][CH3:24])=[O:22])=[CH:13][C:14]2[C:19]([CH:20]=1)=[CH:18]C=CC=2.[F-].C([N+](CCCC)(CCCC)CCCC)CCC.C(O)(=O)C>C1C=CC=CC=1.CCCCCC.C(OCC)(=O)C>[CH2:24]([O:23][C:21](=[O:22])[C:12]1[CH:13]=[CH:14][C:19]([CH3:18])=[CH:20][C:11]=1[SH:10])[CH3:5] |f:3.4,7.8,^1:8|. Procedure: To a solution of the triflate from step A (500 mg, 1.60 mmol) and tetrakistriphenylphosphine palladium(0) (0.05 equiv, 92 mg, 0.08 mmol) in dry benzene (2 mL) under nitrogen at room temperature, a solution of sodium triisopropilsilanethiolate in dry tetrahydrofuran [1.3 equiv, prepared from triisopropilsilanethi61 (396 mg, 2.08 mmol) and sodium hydride (95%, 52 mg, 2.08 mmol) in tetrahydrofuran (2 mL) as in Example 22, Step B] was added and the reaction mixture was warmed to reflux (bath temp 90...